The task is: describe an organic reaction: reactants, conditions, products, and yield. This data is from the Open Reaction Database (ORD), a public repository of structured organic reaction records. Starting materials: CCOC(=O)c1cccs1, C1CCOC1, [Li]CCCC, CN(C)C=O, CC(C)NC(C)C. Product: CCOC(=O)c1ccc(C=O)s1. As a reaction SMILES: [CH2:13]([CH3:14])[O:15][C:16](=[O:17])[c:18]1[s:19][cH:20][cH:21][cH:22]1.[CH2:28]1[O:29][CH2:30][CH2:31][CH2:32]1.[CH2:8]([Li:9])[CH2:10][CH2:11][CH3:12].[CH3:23][N:24]([CH:25]=[O:26])[CH3:27].[CH:1]([NH:2][CH:3]([CH3:4])[CH3:5])([CH3:6])[CH3:7]>>[CH2:13]([CH3:14])[O:15][C:16](=[O:17])[c:18]1[s:19][c:20]([CH:25]=[O:26])[cH:21][cH:22]1.